From a dataset of the Open Reaction Database (ORD), a public repository of structured organic reaction records. describe an organic reaction: reactants, conditions, products, and yield Starting materials: ClC=1C(=C(C=CC1C#N)\N=C\1/N(C[C@H]2N1CC[C@H]2O[Si](C)(C)C(C)(C)C)C#N)C (Z-(7R,7aR)-3-(3-Chloro-4-cyano-2-methyl-phenylimino)-7-tert-butyldimethylsilanyloxy-tetrahydro-pyrrolo[1,2-c]imidazole-2-carbonitrile), C1CCOC1 (THF), N1=CC=CC=C1 (pyridine). Reaction conditions: time 8 hour. The product is ClC=1C(=C(C=CC1C#N)\N=C\1/N(C[C@H]2N1CC[C@H]2O)C(=O)N)C (Z-(7R,7aR)-3-(3-Chloro-4-cyano-2-methyl-phenylimino)-7-hydroxy-tetrahydro-pyrrolo[1,2-c]imidazole-2-carboxylic acid amide). As a reaction SMILES: [Cl:1][C:2]1[C:3]([CH3:29])=[C:4](/[N:10]=[C:11]2\[N:12]([C:27]#[N:28])[CH2:13][C@@H:14]3[C@H:18]([O:19][Si](C(C)(C)C)(C)C)[CH2:17][CH2:16][N:15]\23)[CH:5]=[CH:6][C:7]=1[C:8]#[N:9].N1C=CC=CC=1.C1C[O:39]CC1>>[Cl:1][C:2]1[C:3]([CH3:29])=[C:4](/[N:10]=[C:11]2\[N:12]([C:27]([NH2:28])=[O:39])[CH2:13][C@@H:14]3[C@H:18]([OH:19])[CH2:17][CH2:16][N:15]\23)[CH:5]=[CH:6][C:7]=1[C:8]#[N:9]. Procedure details: Compound 12A (30.0 mg, 0.0699 mmol) was dissolved in THF (1 mL) and HF/pyridine (˜2.3:1, 0.075 mL) was added. After stirring at rt overnight, the reaction was concentrated and purified via preparative HPLC (YMC ODS C-18, 21.2×100 mm, eluting with 50-100% solvent B (A=90% H2O-10% MeOH-0.1% TFA and B=10% H2O-90% MeOH-0.1% TFA) over 10 min; Flow rate at 20 mL/min; UV detection at 220 nm. The peaks were collected, combined and repurified via preparative HPLC (YMC ODS C-18, 21.2×100 mm, eluting with ... Reactants: example 1 ( b ), N1(CCOCC1)C1=C(C(=O)O)C=C(C=C1)[N+](=O)[O-] (2-morpholin-4-yl-5-nitro-benzoic acid), N1(CCNCC1)C=1SC(=CN1)C#N (2-piperazin-1-yl-thiazole-5-carbonitrile). Product: N1(CCOCC1)C1=C(C(=O)N2CCN(CC2)C=2SC(=CN2)C#N)C=C(C=C1)[N+](=O)[O-] (2-[4-(2-Morpholin-4-yl-5-nitro-benzoyl)-piperazin-1-yl]-thiazole-5-carbonitrile). The yield is 24.0%. RXN SMILES: [N:1]1([C:7]2[CH:15]=[CH:14][C:13]([N+:16]([O-:18])=[O:17])=[CH:12][C:8]=2[C:9]([OH:11])=O)[CH2:6][CH2:5][O:4][CH2:3][CH2:2]1.[N:19]1([C:25]2[S:26][C:27]([C:30]#[N:31])=[CH:28][N:29]=2)[CH2:24][CH2:23][NH:22][CH2:21][CH2:20]1>>[N:1]1([C:7]2[CH:15]=[CH:14][C:13]([N+:16]([O-:18])=[O:17])=[CH:12][C:8]=2[C:9]([N:22]2[CH2:23][CH2:24][N:19]([C:25]3[S:26][C:27]([C:30]#[N:31])=[CH:28][N:29]=3)[CH2:20][CH2:21]2)=[O:11])[CH2:2][CH2:3][O:4][CH2:5][CH2:6]1. Procedure: Prepared in analogy to example 1 (b) from 2-morpholin-4-yl-5-nitro-benzoic acid (Example A27) and 2-piperazin-1-yl-thiazole-5-carbonitrile (Example 6(a)). The crude material was purified by chromatography (SiO2, methanol/dichloromethane) to yield the title compound as a yellow solid (yield 24%). MS (m/e): 429.5 (M+H+, 100%). The reactants are N#Cc1ccc(CBr)c(F)c1, Oc1cc(Cl)ccc1-c1nc2ccccc2n1CC1CCCCC1. The product is N#Cc1ccc(COc2cc(Cl)ccc2-c2nc3ccccc3n2CC2CCCCC2)c(F)c1. RXN SMILES: [Br:25][CH2:26][c:27]1[c:28]([F:35])[cH:29][c:30]([C:31]#[N:32])[cH:33][cH:34]1.[Cl:1][c:2]1[cH:3][cH:4][c:5](-[c:9]2[n:10][c:11]3[c:12]([n:13]2[CH2:14][CH:15]2[CH2:16][CH2:17][CH2:18][CH2:19][CH2:20]2)[cH:21][cH:22][cH:23][cH:24]3)[c:6]([OH:8])[cH:7]1>>[Cl:1][c:2]1[cH:3][cH:4][c:5](-[c:9]2[n:10][c:11]3[c:12]([n:13]2[CH2:14][CH:15]2[CH2:16][CH2:17][CH2:18][CH2:19][CH2:20]2)[cH:21][cH:22][cH:23][cH:24]3)[c:6]([O:8][CH2:26][c:27]2[c:28]([F:35])[cH:29][c:30]([C:31]#[N:32])[cH:33][cH:34]2)[cH:7]1. The reactants are [Cl-].[Al+3].[Cl-].[Cl-] (aluminum chloride), C(C)(=O)Cl (acetyl chloride), ClCCCl (1,2-dichloroethane), Cl (HCl), ClC1=CC=C(C=C1)CCCC (4-chlorophenylbutane), ClCCCl (1,2-dichloroethane). Solvent: O (water). Reaction conditions: time 1 hour. Yields the product ClCCCCCC(=O)C1=CC=CC=C1 (4-Chlorobutylacetophenone). RXN SMILES: Cl[C:2]1[CH:7]=[CH:6][C:5]([CH2:8][CH2:9][CH2:10][CH3:11])=[CH:4][CH:3]=1.[Cl-].[Al+3].[Cl-].[Cl-].C(Cl)(=[O:18])C.Cl.[Cl:21][CH2:22][CH2:23]Cl>O>[Cl:21][CH2:22][CH2:23][CH2:11][CH2:10][CH2:9][C:8]([C:5]1[CH:6]=[CH:7][CH:2]=[CH:3][CH:4]=1)=[O:18] |f:1.2.3.4|. Reported procedure: To a 250 ml round-bottomed flask were added 5.0 g (29.65 mmol) 4-chlorophenylbutane and 10 ml 1,2-dichloroethane. To the stirred solution was added a solution of 4.35 g (32.62 mmol) aluminum chloride and 4.22 ml (59.31 mmol) acetyl chloride in 50 ml 1,2-dichloroethane. The solution evolved HCl as it was stirred at room temperature for 1 hour. It was then poured into water, the layers were separated, and the organic layer was washed with 1N HCl, aqueous sodium bicarbonate solution, and brine, dri... Reactants: N1N=C(C2=CC=CC=C12)C(=O)O (1H-indazole-3-carboxylic acid), C([O-])(O)=O.[Na+] (sodium bicarbonate). Run in CO (methanol), S(=O)(Cl)Cl (thionyl chloride). Yields the product N1N=C(C2=CC=CC=C12)C(=O)OC (methyl 1H-indazole-3-carboxylate). Isolated yield 94.0%. RXN SMILES: [NH:1]1[C:9]2[C:4](=[CH:5][CH:6]=[CH:7][CH:8]=2)[C:3]([C:10]([OH:12])=[O:11])=[N:2]1.[C:13](=O)(O)[O-].[Na+]>CO.S(Cl)(Cl)=O>[NH:1]1[C:9]2[C:4](=[CH:5][CH:6]=[CH:7][CH:8]=2)[C:3]([C:10]([O:12][CH3:13])=[O:11])=[N:2]1 |f:1.2|. Reported procedure: To a solution of 1H-indazole-3-carboxylic acid (5.0 g, 30.8 mmol) in methanol (50 mL), thionyl chloride (15 mL) was added dropwise at 0° C. After the addition, the mixture was heated to reflux and maintained at the temperature for 1.5 hours. Then the reaction mixture was concentrated to give a residue. To the residue was added saturated sodium bicarbonate (50 mL), and then extracted with ethyl acetate (50 mL×3). The organic phase was combined and dried over anhydrous sodium sulfate. The mixture ... Reactants: O=C([O-])[O-], CN(C)C=O, N#Cc1cnn2c(C3CCCCC3)c(-c3ccc(O)cc3)cnc12, [Cs+], [Cs+], FC(F)(F)c1cccc(CBr)c1, O. Product: N#Cc1cnn2c(C3CCCCC3)c(-c3ccc(OCc4cccc(C(F)(F)F)c4)cc3)cnc12. RXN SMILES: [C:25](=[O:26])([O-:27])[O-:28].[CH3:43][N:44]([CH3:45])[CH:46]=[O:47].[CH:1]1([c:7]2[c:8](-[c:18]3[cH:19][cH:20][c:21]([OH:24])[cH:22][cH:23]3)[cH:9][n:10][c:11]3[n:12]2[n:13][cH:14][c:15]3[C:16]#[N:17])[CH2:2][CH2:3][CH2:4][CH2:5][CH2:6]1.[Cs+:29].[Cs+:30].[F:31][C:32]([c:33]1[cH:34][c:35]([CH2:36][Br:37])[cH:38][cH:39][cH:40]1)([F:41])[F:42].[OH2:48]>>[CH:1]1([c:7]2[c:8](-[c:18]3[cH:19][cH:20][c:21]([O:24][CH2:36][c:35]4[cH:34][c:33]([C:32]([F:31])([F:41])[F:42])[cH:40][cH:39][cH:38]4)[cH:22][cH:23]3)[cH:9][n:10][c:11]3[n:12]2[n:13][cH:14][c:15]3[C:16]#[N:17])[CH2:2][CH2:3][CH2:4][CH2:5][CH2:6]1. Starting materials: BrC1=CC(=CC2=CC=CC=C12)C=O (4-bromonaphthalene-2-carbaldehyde), [Cl-].[NH4+] (ammonium chloride), CCCCCC.C(CCC)[Li] (n-butyllithium hexane), C(C)C1=CC2=C(SC=C2)C=C1 (5-ethylbenzo[b]thiophene). Solvent: C1CCOC1 (THF), C1CCOC1 (THF). Reaction conditions: time 5 minute. Yields the product BrC1=CC(=CC2=CC=CC=C12)C(O)C1=CC2=C(S1)C=CC(=C2)CC ((4-Bromonaphthalen-2-yl)-(5-ethylbenzo-[b]thiophen-2-yl)methanol). Isolated yield 89.6%. RXN SMILES: CCCCCC.C([Li])CCC.[CH2:12]([C:14]1[CH:22]=[CH:21][C:17]2[S:18][CH:19]=[CH:20][C:16]=2[CH:15]=1)[CH3:13].[Br:23][C:24]1[C:33]2[C:28](=[CH:29][CH:30]=[CH:31][CH:32]=2)[CH:27]=[C:26]([CH:34]=[O:35])[CH:25]=1.[Cl-].[NH4+]>C1COCC1>[Br:23][C:24]1[C:33]2[C:28](=[CH:29][CH:30]=[CH:31][CH:32]=2)[CH:27]=[C:26]([CH:34]([C:19]2[S:18][C:17]3[CH:21]=[CH:22][C:14]([CH2:12][CH3:13])=[CH:15][C:16]=3[CH:20]=2)[OH:35])[CH:25]=1 |f:0.1,4.5|. Reported procedure: In a nitrogen stream, an n-butyllithium hexane solution (1.6 M, 1.44 ml, 2.30 mmol) was added dropwise to a solution of 5-ethylbenzo[b]thiophene (373 mg, 2.30 mmol) in THF (15 ml) at −78° C., and the reaction solution was stirred at the same temperature for 5 minutes. To this mixture, a solution of 4-bromonaphthalene-2-carbaldehyde (515 mg, 2.19 mmol) in THF (5 ml) was added dropwise at −78° C., and the resulting mixture was stirred at the same temperature for two hours and at −20° C. for 30 min... The reactants are CC1=C(N=C(O1)C1=CC=CC=C1)COC1=CC=C(CN2N=C(C(=C2)C(=O)OCC)OCC2=CC=C(C=C2)OCC=2N=C(OC2C)C2=CC=CC=C2)C=C1 (ethyl 1-[4-(5-methyl-2-phenyl-4-oxazolylmethoxy)benzyl]-3-[4-(5-methyl-2-phenyl-4-oxazolylmethoxy)benzyloxy]-1H-pyrazol-4-carboxylate), C(C)O (ethanol). The reagents and catalysts are [C].[Pd] (palladium-carbon). The solvent is O1CCCC1 (tetrahydrofuran). Conditions: time 4 hour. Yields the product OC1=NN(C=C1C(=O)OCC)CC1=CC=C(C=C1)OCC=1N=C(OC1C)C1=CC=CC=C1 (ethyl 3-hydroxy-1-[4-(5-methyl-2-phenyl-4-oxazolylmethoxy)benzyl]-1H-pyrazol-4-carboxylate). Isolated yield 55.9%. Reaction SMILES: [CH3:1][C:2]1[O:6][C:5]([C:7]2[CH:12]=[CH:11][CH:10]=[CH:9][CH:8]=2)=[N:4][C:3]=1[CH2:13][O:14][C:15]1[CH:53]=[CH:52][C:18]([CH2:19][N:20]2[CH:24]=[C:23]([C:25]([O:27][CH2:28][CH3:29])=[O:26])[C:22]([O:30]CC3C=CC(OCC4N=C(C5C=CC=CC=5)OC=4C)=CC=3)=[N:21]2)=[CH:17][CH:16]=1.C(O)C>[C].[Pd].O1CCCC1>[OH:30][C:22]1[C:23]([C:25]([O:27][CH2:28][CH3:29])=[O:26])=[CH:24][N:20]([CH2:19][C:18]2[CH:17]=[CH:16][C:15]([O:14][CH2:13][C:3]3[N:4]=[C:5]([C:7]4[CH:8]=[CH:9][CH:10]=[CH:11][CH:12]=4)[O:6][C:2]=3[CH3:1])=[CH:53][CH:52]=2)[N:21]=1 |f:2.3|. Procedure: A mixture of ethyl 1-[4-(5-methyl-2-phenyl-4-oxazolylmethoxy)benzyl]-3-[4-(5-methyl-2-phenyl-4-oxazolylmethoxy)benzyloxy]-1H-pyrazol-4-carboxylate (2.84 g), 5% palladium-carbon (5.00 g), ethanol (25 ml), and tetrahydrofuran (25 ml) was stirred under a hydrogen atmosphere at room temperature for 4 hours. After removal oh the catalyst by filtration, the filtrate was concentrated. The obtained crystals were collected by filtration, and ethyl 3-hydroxy-1-[4-(5-methyl-2-phenyl-4-oxazolylmethoxy)benzy... Starting materials: BrCc1ccccc1, CN(C)C=O, [Ca+2], O=C([O-])[O-], CCOC(=O)C(O)Cc1ccc(O)cc1. Yields the product CCOC(=O)C(O)Cc1ccc(OCc2ccccc2)cc1. As a reaction SMILES: [Br:16][CH2:17][c:18]1[cH:19][cH:20][cH:21][cH:22][cH:23]1.[CH3:29][N:30]([CH3:31])[CH:32]=[O:33].[Ca+2:24].[O-:25][C:26](=[O:27])[O-:28].[OH:1][c:2]1[cH:3][cH:4][c:5]([CH2:8][CH:9]([C:10](=[O:11])[O:12][CH2:13][CH3:14])[OH:15])[cH:6][cH:7]1>>[O:1]([c:2]1[cH:3][cH:4][c:5]([CH2:8][CH:9]([C:10](=[O:11])[O:12][CH2:13][CH3:14])[OH:15])[cH:6][cH:7]1)[CH2:17][c:18]1[cH:19][cH:20][cH:21][cH:22][cH:23]1.